The task is: describe an organic reaction: reactants, conditions, products, and yield. This data is from the Open Reaction Database (ORD), a public repository of structured organic reaction records. Reactants: Cl.C(C)(=O)OC=1C=C2C(=NC=NC2=CC1)Cl (6-acetoxy-4-chloroquinazoline hydrochloride), S1C(=CC=C1)C(=O)C1=C(C=C(C=C1)N)Cl (4-amino-2-chlorophenyl 2-thienyl ketone). Procedure details: Using an analogous procedure to that described in Example 1, 6-acetoxy-4-chloroquinazoline hydrochloride was reacted with 4-amino-2-chlorophenyl 2-thienyl ketone to give 6-acetoxy-4-[3-chloro-4-(2-thienylcarbonyl)anilino]quinazoline hydrochloride salt in 77% yield, m.p. >250° C.; Yields the product Cl.C(C)(=O)OC=1C=C2C(=NC=NC2=CC1)NC1=CC(=C(C=C1)C(=O)C=1SC=CC1)Cl (6-acetoxy-4-[3-chloro-4-(2-thienylcarbonyl)anilino]quinazoline hydrochloride salt). Reaction SMILES: Cl.[C:2]([O:5][C:6]1[CH:7]=[C:8]2[C:13](=[CH:14][CH:15]=1)[N:12]=[CH:11][N:10]=[C:9]2[Cl:16])(=[O:4])[CH3:3].[S:17]1[CH:21]=[CH:20][CH:19]=[C:18]1[C:22]([C:24]1[CH:29]=[CH:28][C:27]([NH2:30])=[CH:26][C:25]=1[Cl:31])=[O:23]>>[ClH:16].[C:2]([O:5][C:6]1[CH:7]=[C:8]2[C:13](=[CH:14][CH:15]=1)[N:12]=[CH:11][N:10]=[C:9]2[NH:30][C:27]1[CH:28]=[CH:29][C:24]([C:22]([C:18]2[S:17][CH:21]=[CH:20][CH:19]=2)=[O:23])=[C:25]([Cl:31])[CH:26]=1)(=[O:4])[CH3:3] |f:0.1,3.4|. Yield: 77.0%. The reactants are C1(=CC=CC=C1)P(C1=CC=CC=C1)C1=CC=CC=C1 (triphenylphosphine), C(C1=CC=CC=C1)N1CCC(CC1)O (1-Benzyl-4-hydroxypiperidine), OC=1C(=NC=CC1)C (3-hydroxy-2-methylpyridine), N(=NC(=O)OC(C)(C)C)C(=O)OC(C)(C)C (di-tert-butyl azodicarboxylate), FC(C(=O)O)(F)F (Trifluoroacetic acid). Solvent: ClCCl (dichloromethane). Reaction conditions: time 3 hour. The product is N (ammonia), C(C1=CC=CC=C1)N1CCC(CC1)OC=1C(=NC=CC1)C (3-[(1-Benzylpiperidin-4-yl)oxy]-2-methylpyridine). Reaction SMILES: [CH2:1]([N:8]1[CH2:13][CH2:12][CH:11]([OH:14])[CH2:10][CH2:9]1)[C:2]1[CH:7]=[CH:6][CH:5]=[CH:4][CH:3]=1.O[C:16]1[C:17]([CH3:22])=[N:18][CH:19]=[CH:20][CH:21]=1.C1(P(C2C=CC=CC=2)C2C=CC=CC=2)C=CC=CC=1.N(C(OC(C)(C)C)=O)=NC(OC(C)(C)C)=O.FC(F)(F)C(O)=O>ClCCl>[NH3:8].[CH2:1]([N:8]1[CH2:13][CH2:12][CH:11]([O:14][C:16]2[C:17]([CH3:22])=[N:18][CH:19]=[CH:20][CH:21]=2)[CH2:10][CH2:9]1)[C:2]1[CH:3]=[CH:4][CH:5]=[CH:6][CH:7]=1. Reported procedure: 1-Benzyl-4-hydroxypiperidine (1.5 g, 7.8 mmol) and 3-hydroxy-2-methylpyridine (1.75 g, 16 mmol) were added to mixture of polymer supported triphenylphosphine (1 g, 3 mmol) and di-tert-butyl azodicarboxylate (3.61 g, 16 mmol) in dichloromethane (10 mL) and the mixture was stirred at room temperature for 3 hours. Trifluoroacetic acid (16 mL) was then added and the mixture was stirred for a further hour then concentrated in vacuo. The residue was suspended in dichloromethane and basified with 2M so...